Dataset: the Open Reaction Database (ORD), a public repository of structured organic reaction records. Task: describe an organic reaction: reactants, conditions, products, and yield Starting materials: OC1=C(C=CC=C1)C1CCNCC1 (4-(2-hydroxyphenyl)piperidine), ClC=1C=C(C=CC1Cl)[C@@H](CN(C(C1=CC=CC=C1)=O)C)CC=O ((S)-N-[2-(3,4-dichlorophenyl)-4-oxobutyl]-N-methylbenzamide), C29H32Cl2N2O2. Solvent: O (H2O). Yields the product Cl.ClC=1C=C(C=CC1Cl)[C@@H](CN(C(C1=CC=CC=C1)=O)C)CCN1CCC(CC1)C1=C(C=CC=C1)O ((S)-N-[2-(3,4-Dichlorophenyl)-4-[4-(2-hydroxyphenyl)piperidino]butyl]-N-methylbenzamide hydrochloride). As a reaction SMILES: [OH:1][C:2]1[CH:7]=[CH:6][CH:5]=[CH:4][C:3]=1[CH:8]1[CH2:13][CH2:12][NH:11][CH2:10][CH2:9]1.[Cl:14][C:15]1[CH:16]=[C:17]([C@H:22]([CH2:34][CH:35]=O)[CH2:23][N:24]([CH3:33])[C:25](=[O:32])[C:26]2[CH:31]=[CH:30][CH:29]=[CH:28][CH:27]=2)[CH:18]=[CH:19][C:20]=1[Cl:21]>O>[ClH:14].[Cl:14][C:15]1[CH:16]=[C:17]([C@H:22]([CH2:34][CH2:35][N:11]2[CH2:10][CH2:9][CH:8]([C:3]3[CH:4]=[CH:5][CH:6]=[CH:7][C:2]=3[OH:1])[CH2:13][CH2:12]2)[CH2:23][N:24]([CH3:33])[C:25](=[O:32])[C:26]2[CH:27]=[CH:28][CH:29]=[CH:30][CH:31]=2)[CH:18]=[CH:19][C:20]=1[Cl:21] |f:3.4|. Procedure: Using a procedure similar to that described in Example 1 (alternative preparation), except using 4-(2-hydroxyphenyl)piperidine and (S)-N-[2-(3,4-dichlorophenyl)-4-oxobutyl]-N-methylbenzamide, the title compound was prepared. Chromatography, eluting with dichloromethane:methanol, followed by conversion to the hydrochloride salt gave a white solid; mp 205°-210° C.; MS: 511; NMR (CD3OD): 1.7-2.3 (m, 6), 2.7 (s, 1), 2.8-3.1 (m, 6), 3.2-3.8 (m, 5), 6.7-6.8 (m, 2), 7.0 (t, J=7, 3), 7.2 (br, 2), 7.4 (b... Starting materials: COC(=O)c1cc(Cl)cc(Cl)n1, CC(C)C[AlH]CC(C)C, Cc1ccccc1. Reaction SMILES: [C:1](=[O:2])([O:3][CH3:4])[c:5]1[n:6][c:7]([Cl:12])[cH:8][c:9]([Cl:11])[cH:10]1.[CH3:13][CH:14]([CH2:15][AlH:16][CH2:17][CH:18]([CH3:19])[CH3:20])[CH3:21].[CH3:22][c:23]1[cH:24][cH:25][cH:26][cH:27][cH:28]1>>[CH:1](=[O:2])[c:5]1[n:6][c:7]([Cl:12])[cH:8][c:9]([Cl:11])[cH:10]1. Yields the product O=Cc1cc(Cl)cc(Cl)n1. The reactants are CC(C)OC(C)C, CC(C)(C)OC(=O)CCc1ccnc(-c2nc(=O)c3ccccc3s2)c1, O=C(O)C(F)(F)F. Product: O=C(O)CCc1ccnc(-c2nc(=O)c3ccccc3s2)c1. Reaction SMILES: [CH:27]([O:28][CH:29]([CH3:30])[CH3:31])([CH3:32])[CH3:33].[O:1]=[c:2]1[n:3][c:4](-[c:12]2[n:13][cH:14][cH:15][c:16]([CH2:18][CH2:19][C:20](=[O:21])[O:22][C:23]([CH3:24])([CH3:25])[CH3:26])[cH:17]2)[s:5][c:6]2[c:7]1[cH:8][cH:9][cH:10][cH:11]2.[OH:34][C:35]([C:36]([F:37])([F:38])[F:39])=[O:40]>>[O:1]=[c:2]1[n:3][c:4](-[c:12]2[n:13][cH:14][cH:15][c:16]([CH2:18][CH2:19][C:20](=[O:21])[OH:22])[cH:17]2)[s:5][c:6]2[c:7]1[cH:8][cH:9][cH:10][cH:11]2. The reactants are COC1=CC=C(C(=O)NC(C(=O)O)CC=2C(NC3=CC=CC=C3C2)=O)C=C1 (2-(4-methoxybenzoyl)amino-3-(2-quinolon-3yl)propionic acid), C(C)O (ethanol), Cl (hydrogen chloride). Yields the product COC1=CC=C(C(=O)NC(C(=O)OCC)CC=2C(NC3=CC=CC=C3C2)=O)C=C1 (ethyl 2-(4-methoxybenzoyl)amino-3-(2-quinolon-3-yl)propionate). RXN SMILES: [CH3:1][O:2][C:3]1[CH:27]=[CH:26][C:6]([C:7]([NH:9][CH:10]([CH2:14][C:15]2[C:16](=[O:25])[NH:17][C:18]3[C:23]([CH:24]=2)=[CH:22][CH:21]=[CH:20][CH:19]=3)[C:11]([OH:13])=[O:12])=[O:8])=[CH:5][CH:4]=1.Cl.[CH2:29](O)[CH3:30]>>[CH3:1][O:2][C:3]1[CH:4]=[CH:5][C:6]([C:7]([NH:9][CH:10]([CH2:14][C:15]2[C:16](=[O:25])[NH:17][C:18]3[C:23]([CH:24]=2)=[CH:22][CH:21]=[CH:20][CH:19]=3)[C:11]([O:13][CH2:29][CH3:30])=[O:12])=[O:8])=[CH:26][CH:27]=1. Reported procedure: 1.8 Grams of 2-(4-methoxybenzoyl)amino-3-(2-quinolon-3yl)propionic acid was dissolved in 100 ml of ethanol, then to this solution was introduced and saturated with hydrogen chloride gas under an ice-cooled condition with stirring. The reaction mixture was then refluxed for 5 hours and after completion of the reaction, the solvent was removed by distillation under a reduced pressure, the residue obtained was recrystallized from ethyl acetate-ethanol to obtain 1.5 g of ethyl 2-(4-methoxybenzoyl)am... Starting materials: CN(C)C=O, C1=CC(Oc2n[nH]cc2-c2ccccn2)CCC1, ClCCN1CCCCC1, Cl, [H-], [Na+], O. Yields the product C1=CC(Oc2nn(CCN3CCCCC3)cc2-c2ccccn2)CCC1. As a reaction SMILES: [CH3:32][N:33]([CH3:34])[CH:35]=[O:36].[CH:1]1([O:7][c:8]2[n:9][nH:10][cH:11][c:12]2-[c:13]2[n:14][cH:15][cH:16][cH:17][cH:18]2)[CH:2]=[CH:3][CH2:4][CH2:5][CH2:6]1.[Cl:22][CH2:23][CH2:24][N:25]1[CH2:26][CH2:27][CH2:28][CH2:29][CH2:30]1.[ClH:21].[H-:19].[Na+:20].[OH2:31]>>[CH:1]1([O:7][c:8]2[n:9][n:10]([CH2:23][CH2:24][N:25]3[CH2:26][CH2:27][CH2:28][CH2:29][CH2:30]3)[cH:11][c:12]2-[c:13]2[n:14][cH:15][cH:16][cH:17][cH:18]2)[CH:2]=[CH:3][CH2:4][CH2:5][CH2:6]1. Starting materials: C1(=CC=CC=C1)CC(CCC(C)=O)=O (6-phenyl-2,5-hexanedione), CO (methanol), RuI(p-cymene)((R)-T-BINAP). Solvent: C(Cl)Cl (methylene chloride). Product: OC(CCC(C)=O)CC1=CC=CC=C1 ((-)-5-hydroxy-6-phenylhexane-2-one). The yield is 60.4%. Reaction SMILES: [C:1]1([CH2:7][C:8](=[O:14])[CH2:9][CH2:10][C:11](=[O:13])[CH3:12])[CH:6]=[CH:5][CH:4]=[CH:3][CH:2]=1.CO>C(Cl)Cl>[OH:14][CH:8]([CH2:7][C:1]1[CH:2]=[CH:3][CH:4]=[CH:5][CH:6]=1)[CH2:9][CH2:10][C:11](=[O:13])[CH3:12]. Procedure: A 100-ml stainless steel autoclave purged with nitrogen in advance was charged with 5 g (0.0261 mol) of 6-phenyl-2,5-hexanedione and 10 ml of methanol. A solution of 0.185 g (0.13 mmol) of RuI(p-cymene)((R)-T-BINAP)]I3 in 2 ml of methylene chloride was added thereto, thereby conducting reaction at a reaction temperature of 50° C. for 36 hours under a hydrogen pressure of 50 kg/cm2. After distilling off the solvent, the residue was purified by column chromatography on a silica gel using a develop... Starting materials: ClC1=NC2=C(C=C(C=C2C(=C1C1=CC=CC=C1)Cl)C=O)F (2,4-dichloro-8-fluoro-3-phenylquinoline-6-carbaldehyde), ClC1=NC2=C(C=C(C=C2C(=C1C1=CC=CC=C1)Cl)C=O)F (2,4-dichloro-8-fluoro-3-phenylquinoline-6-carbaldehyde), LaCl3-2LiCl, BrC1=CN=CN1C (5-bromo-1-methyl-1H-imidazole), C(C)(C)[Mg]Cl.[Li+].[Cl-] (iPrMgCl LiCl). The reagents and catalysts are O=[Mn]=O (MnO2). The solvent is C(Cl)Cl (DCM), C(Cl)Cl (DCM). Run at time 15 minute. The product is ClC1=NC2=C(C=C(C=C2C(=C1C1=CC=CC=C1)Cl)C(=O)C1=CN=CN1C)F ((2,4-Dichloro-8-fluoro-3-phenylquinolin-6-yl)(1-methyl-1H-imidazol-5-yl)methanone). Reaction SMILES: Br[C:2]1[N:6]([CH3:7])[CH:5]=[N:4][CH:3]=1.C([Mg]Cl)(C)C.[Li+].[Cl-].[Cl:15][C:16]1[C:25]([C:26]2[CH:31]=[CH:30][CH:29]=[CH:28][CH:27]=2)=[C:24]([Cl:32])[C:23]2[C:18](=[C:19]([F:35])[CH:20]=[C:21]([CH:33]=[O:34])[CH:22]=2)[N:17]=1>C(Cl)Cl.O=[Mn]=O>[Cl:15][C:16]1[C:25]([C:26]2[CH:31]=[CH:30][CH:29]=[CH:28][CH:27]=2)=[C:24]([Cl:32])[C:23]2[C:18](=[C:19]([F:35])[CH:20]=[C:21]([C:33]([C:2]3[N:6]([CH3:7])[CH:5]=[N:4][CH:3]=3)=[O:34])[CH:22]=2)[N:17]=1 |f:1.2.3|. Reported procedure: A solution of 5-bromo-1-methyl-1H-imidazole (95.7 mg, 0.594 mmol) in DCM (0.6 mL) was stirred on an ice bath while iPrMgCl—LiCl (0.495 mL, 1.2 M in THF, 0.593 mmol) was added dropwise over 2.5 min under argon. After 15 min stirring at room temperature, the Grignard solution was added dropwise over 2.5 min to a slurry of 2,4-dichloro-8-fluoro-3-phenylquinoline-6-carbaldehyde (140 mg, 0.436 mmol, Intermediate 46, step b) in LaCl3-2LiCl (0.779 mL, 0.56 M in THF, 0.436 mmol) on an ice bath. The red-... The reactants are COc1cc2ncnc(N3CCN(C(=O)Nc4ccc(Br)cc4)CC3)c2cc1OC, CI, CN(C)C=O, [Cl-], [H-], [Na+], [Na+], O. Product: COc1cc2ncnc(N3CCN(C(=O)N(C)c4ccc(Br)cc4)CC3)c2cc1OC. Reaction SMILES: [Br:1][c:2]1[cH:3][cH:4][c:5]([NH:8][C:9](=[O:10])[N:11]2[CH2:12][CH2:13][N:14]([c:17]3[n:18][cH:19][n:20][c:21]4[cH:22][c:23]([O:29][CH3:30])[c:24]([O:27][CH3:28])[cH:25][c:26]34)[CH2:15][CH2:16]2)[cH:6][cH:7]1.[CH3:33][I:34].[CH3:37][N:38]([CH3:39])[CH:40]=[O:41].[Cl-:36].[H-:31].[Na+:32].[Na+:35].[OH2:42]>>[Br:1][c:2]1[cH:3][cH:4][c:5]([N:8]([C:9](=[O:10])[N:11]2[CH2:12][CH2:13][N:14]([c:17]3[n:18][cH:19][n:20][c:21]4[cH:22][c:23]([O:29][CH3:30])[c:24]([O:27][CH3:28])[cH:25][c:26]34)[CH2:15][CH2:16]2)[CH3:33])[cH:6][cH:7]1.